This data is from the Open Reaction Database (ORD), a public repository of structured organic reaction records. The task is: describe an organic reaction: reactants, conditions, products, and yield Reactants: C(C)(C)(C)OC(=O)N1CCC(CC1)C1CC=2C(=CN=C(C2)Cl)O1 (4-(5-chloro-2,3-dihydro-furo[2,3-c]pyridin-2-yl)-piperidine-1-carboxylic acid tert-butyl ester), CNS(=O)(=O)C1=CC=C(C=C1)B(O)O (4-(methylaminosulfonyl)phenylboronic acid). The product is C(C)(C)(C)OC(=O)N1CCC(CC1)C1CC=2C(=CN=C(C2)C2=CC=C(C=C2)S(NC)(=O)=O)O1 (4-[5-(4-Methylsulfamoyl-phenyl)-2,3-dihydro-furo[2,3-c]pyridin-2-yl]-piperidine-1-carboxylic acid tert-butyl ester). As a reaction SMILES: [C:1]([O:5][C:6]([N:8]1[CH2:13][CH2:12][CH:11]([CH:14]2[O:23][C:17]3=[CH:18][N:19]=[C:20](Cl)[CH:21]=[C:16]3[CH2:15]2)[CH2:10][CH2:9]1)=[O:7])([CH3:4])([CH3:3])[CH3:2].[CH3:24][NH:25][S:26]([C:29]1[CH:34]=[CH:33][C:32](B(O)O)=[CH:31][CH:30]=1)(=[O:28])=[O:27]>>[C:1]([O:5][C:6]([N:8]1[CH2:13][CH2:12][CH:11]([CH:14]2[O:23][C:17]3=[CH:18][N:19]=[C:20]([C:32]4[CH:31]=[CH:30][C:29]([S:26](=[O:27])(=[O:28])[NH:25][CH3:24])=[CH:34][CH:33]=4)[CH:21]=[C:16]3[CH2:15]2)[CH2:10][CH2:9]1)=[O:7])([CH3:4])([CH3:3])[CH3:2]. Procedure: The title compound is prepared from 4-(5-chloro-2,3-dihydro-furo[2,3-c]pyridin-2-yl)-piperidine-1-carboxylic acid tert-butyl ester and 4-(methylaminosulfonyl)phenylboronic acid acid following a procedure analogous to that described in Example 28. LC (method 7): tR=1.33 min; Mass spectrum (ESI+): m/z=474 [M+H]+. The reactants are C#Cc1ccc(F)cc1, SCc1ccc(I)cc1, [Na]. Yields the product Fc1ccc(C=CSCc2ccc(I)cc2)cc1. As a reaction SMILES: [F:1][c:2]1[cH:3][cH:4][c:5]([C:8]#[CH:9])[cH:6][cH:7]1.[I:10][c:11]1[cH:12][cH:13][c:14]([CH2:15][SH:16])[cH:17][cH:18]1.[Na:19]>>[F:1][c:2]1[cH:3][cH:4][c:5]([CH:8]=[CH:9][S:16][CH2:15][c:14]2[cH:13][cH:12][c:11]([I:10])[cH:18][cH:17]2)[cH:6][cH:7]1. Starting materials: C1(=CC=CC=C1)CCCCCO (5-phenyl-1-pentanol), Cl (HCl), ClC1=C(C(=O)O)C=CC=N1 (2-chloronicotinic acid), [H-].[Na+] (sodium hydride). The solvent is C(C)(=O)OCC (ethyl acetate), CN(C)C=O (DMF), O (water), CN(C)C=O (DMF). Reaction conditions: temperature 0 celsius, time 30 minute. The product is C1(=CC=CC=C1)CCCCCOC1=C(C(=O)O)C=CC=N1 (2-(5-Phenylpentyloxy)nicotinic acid). RXN SMILES: Cl[C:2]1[N:10]=[CH:9][CH:8]=[CH:7][C:3]=1[C:4]([OH:6])=[O:5].[H-].[Na+].[C:13]1([CH2:19][CH2:20][CH2:21][CH2:22][CH2:23][OH:24])[CH:18]=[CH:17][CH:16]=[CH:15][CH:14]=1.Cl>CN(C=O)C.O.C(OCC)(=O)C>[C:13]1([CH2:19][CH2:20][CH2:21][CH2:22][CH2:23][O:24][C:2]2[N:10]=[CH:9][CH:8]=[CH:7][C:3]=2[C:4]([OH:6])=[O:5])[CH:18]=[CH:17][CH:16]=[CH:15][CH:14]=1 |f:1.2|. Procedure: At 0° C., 1.00 g (6.35 mmol) of 2-chloronicotinic acid is slowly added to a suspension of 635 mg (15.9 mmol) of 60% sodium hydride in 25 ml of DMF, and the mixture is then stirred at 0° C. for 30 min. 1.15 g (6.98 mmol) of 5-phenyl-1-pentanol are dissolved in 5 ml of DMF and slowly added dropwise to the above reaction solution. The solution is stirred at room temperature for 3.5 hours. It is then heated at 75° C. and stirred overnight. The substance is taken up in water, ethyl acetate is then ad... The reactants are COC(=O)c1ccc(N)c(C)c1, [Cu+2], O=[N+]([O-])[O-], O=[N+]([O-])[O-], O=N[O-], NC(N)=O, [Na+], O, O=S(=O)(O)O. Reaction SMILES: [CH3:1][O:2][C:3]([c:4]1[cH:5][c:6]([CH3:11])[c:7]([NH2:10])[cH:8][cH:9]1)=[O:12].[Cu+2:31].[N+:27]([O-:28])([O-:29])=[O:30].[N+:32]([O-:33])([O-:34])=[O:35].[N:18]([O-:19])=[O:20].[NH2:22][C:23](=[O:24])[NH2:25].[Na+:21].[OH2:26].[S:13]([OH:14])(=[O:15])(=[O:16])[OH:17]>>[CH3:1][O:2][C:3]([c:4]1[cH:5][c:6]([CH3:11])[c:7]([OH:14])[cH:8][cH:9]1)=[O:12]. Yields the product COC(=O)c1ccc(O)c(C)c1.